From a dataset of the Open Reaction Database (ORD), a public repository of structured organic reaction records. describe an organic reaction: reactants, conditions, products, and yield Reactants: CC(C)Oc1ccc(S(C)(=O)=O)cc1C(=O)O, Cl, FC(F)(F)c1ccc2c(n1)CCNC2. The product is CC(C)Oc1ccc(S(C)(=O)=O)cc1C(=O)N1CCc2nc(C(F)(F)F)ccc2C1. RXN SMILES: [CH:16]([CH3:17])([CH3:18])[O:19][c:20]1[c:21]([C:22](=[O:23])[OH:24])[cH:25][c:26]([S:29](=[O:30])(=[O:31])[CH3:32])[cH:27][cH:28]1.[ClH:1].[F:2][C:3]([c:4]1[n:5][c:6]2[c:11]([cH:12][cH:13]1)[CH2:10][NH:9][CH2:8][CH2:7]2)([F:14])[F:15]>>[F:2][C:3]([c:4]1[n:5][c:6]2[c:11]([cH:12][cH:13]1)[CH2:10][N:9]([C:22]([c:21]1[c:20]([O:19][CH:16]([CH3:17])[CH3:18])[cH:28][cH:27][c:26]([S:29](=[O:30])(=[O:31])[CH3:32])[cH:25]1)=[O:23])[CH2:8][CH2:7]2)([F:14])[F:15]. The reactants are [OH-].[Na+] (sodium hydroxide), C(C1=CC=CC=C1)(=O)C1(OC1)C (2-benzoyl-2-methyloxirane), CC(=O)C (acetone), B(F)(F)F.CCOCC (boron trifluoride-etherate), CC(=O)C (acetone). Solvent: O (water). Reaction conditions: time 2 hour. The product is C(C1=CC=CC=C1)(=O)C1(OC(OC1)(C)C)C (4-benzoyl-2,2,4-trimethyl-1,3-dioxolane). Reaction SMILES: [C:1]([C:9]1([CH3:12])[CH2:11][O:10]1)(=[O:8])[C:2]1[CH:7]=[CH:6][CH:5]=[CH:4][CH:3]=1.[CH3:13][C:14]([CH3:16])=[O:15].B(F)(F)F.CCOCC.[OH-].[Na+]>O>[C:1]([C:9]1([CH3:12])[CH2:11][O:10][C:14]([CH3:16])([CH3:13])[O:15]1)(=[O:8])[C:2]1[CH:3]=[CH:4][CH:5]=[CH:6][CH:7]=1 |f:2.3,4.5|. Procedure: 16.2 g (0.1 mol) of 2-benzoyl-2-methyloxirane (see Example 1) are dissolved in 35 g (0.6 mol) of acetone, and a solution of 1.42 g (0.01 mol) of boron trifluoride-etherate in 35 g (0.6 mol) of acetone is then added dropwise while the mixture is cooled by means of an ice bath. The mixture is then stirred for 2 hours at room temperature and is then heated under reflux for 5 hours. The reaction solution is cooled, rendered alkaline, with cooling, by means of 50 ml of saturated methanolic sodium hyd... Reaction SMILES: [CH3:1][C:2]1[N:3]=[C:4]([C:10]2[CH:15]=[CH:14][C:13]([CH3:16])=[CH:12][CH:11]=2)[S:5][C:6]=1[C:7]([OH:9])=O.[CH3:17][N:18]([CH3:34])[C:19](=[O:33])[C@H:20]([C:26]1[CH:31]=[CH:30][C:29](O)=[CH:28][CH:27]=1)[CH2:21][C:22]([O:24]C)=[O:23].[N:35]#[S:36][Cl:37].C(=O)([O-])[O-].[Cs+].[Cs+].[OH-].[Na+]>CN(C=O)C.CCOC(C)=O.CO>[N:35]#[S:36][Cl:37].[CH3:34][N:18]([CH3:17])[C:19](=[O:33])[C@H:20]([C:26]1[CH:27]=[CH:28][C:29]([O:9][CH2:7][C:6]2[S:5][C:4]([C:10]3[CH:15]=[CH:14][C:13]([CH3:16])=[CH:12][CH:11]=3)=[N:3][C:2]=2[CH3:1])=[CH:30][CH:31]=1)[CH2:21][C:22]([OH:24])=[O:23] |f:3.4.5,6.7|. The reactants are CN(C([C@@H](CC(=O)OC)C1=CC=C(C=C1)O)=O)C ((S)-Methyl 4-(dimethylamino)-3-(4-hydroxyphenyl)-4-oxobutanoate), N#SCl (Thiazyl chloride), C([O-])([O-])=O.[Cs+].[Cs+] (cesium carbonate), CC=1N=C(SC1C(=O)O)C1=CC=C(C=C1)C (4-methyl-2-(4-methylphenyl)-1,3-thiazole-5-carboxylic acid), [OH-].[Na+] (NaOH). Reported procedure: Thiazyl chloride 4.8 was prepared according to the method described in Example 2 starting from commercially available 4-methyl-2-(4-methylphenyl)-1,3-thiazole-5-carboxylic acid. The phenol 3.5 (276 mg, 1.10 mmol) was dissolved in 5 mL of DMF and thiazyl chloride 4.8 (317 mg, 1.16 mmol) was added followed by cesium carbonate (715 mg, 2.20 mmol). The reaction was stirred for 14 hours and diluted with 250 mL of EtOAc. The organic layer was washed with 1N HCl (aq) (50 mL), saturated NaHCO3 (aq) (50 ... Reaction conditions: time 14 hour. Solvent: CN(C)C=O (DMF), CCOC(=O)C (EtOAc), CO (MeOH). Yields the product N#SCl (Thiazyl chloride), CN(C([C@@H](CC(=O)O)C1=CC=C(C=C1)OCC1=C(N=C(S1)C1=CC=C(C=C1)C)C)=O)C ((S)-4-(Dimethylarnino)-3-(4-((4-methyl-2-p-tolylthiazol-5-yl)methoxy)phenyl)-4-oxobutanoic acid). The reactants are FC1=C(OC2=C3C(=NC=C2)C=C(S3)C=3CCN(CC3)C)C=CC(=C1)[N+](=O)[O-] (7-(2-Fluoro-4-nitrophenoxy)-2-(1-methyl-1,2,3,6-tetrahydropyridin-4-yl)thieno[3,2-b]pyridine), [NH4+].[Cl-] (NH4Cl), O (water). Reagents/catalysts: [Fe] (Fe). Run in CCO (EtOH). Conditions: time 40 minute. Product: FC=1C=C(N)C=CC1OC1=C2C(=NC=C1)C=C(S2)C=2CCN(CC2)C (3-Fluoro-4-(2-(1-methyl-1,2,3,6-tetrahydropyridin-4-yl)thieno[3,2-b]pyridin-7-yloxy)aniline). Yield: 66.7%. As a reaction SMILES: [F:1][C:2]1[CH:24]=[C:23]([N+:25]([O-])=O)[CH:22]=[CH:21][C:3]=1[O:4][C:5]1[CH:10]=[CH:9][N:8]=[C:7]2[CH:11]=[C:12]([C:14]3[CH2:15][CH2:16][N:17]([CH3:20])[CH2:18][CH:19]=3)[S:13][C:6]=12.[NH4+].[Cl-].O>CCO.[Fe]>[F:1][C:2]1[CH:24]=[C:23]([CH:22]=[CH:21][C:3]=1[O:4][C:5]1[CH:10]=[CH:9][N:8]=[C:7]2[CH:11]=[C:12]([C:14]3[CH2:15][CH2:16][N:17]([CH3:20])[CH2:18][CH:19]=3)[S:13][C:6]=12)[NH2:25] |f:1.2|. Procedure details: To a mixture of 4-(7-(2-fluoro-4-nitrophenoxy)benzo[b]thiophen-2-yl)-1-methyl-1,2,3,6-tetrahydropyridine 259 (279 mg, 0.72 mmol) and NH4Cl (33 mg, 0.612 mmol) in EtOH (7.2 mL)/water (3.6 mL) at 100° C. Fe (342 mg, 6.2 mmol) was added in one portion and the mixture heated to reflux with vigorous stirring for 40 min. The mixture was filtered through Celite®, the Celite® washed with EtOH and the combined organic solutions concentrated under reduced pressure. The residue was dissolved in MeOH and pu... Starting materials: ClC1=NC=C(C(=N1)N[C@H]1[C@H]([C@@H]2C=C[C@H]1C2)C(=O)N)Cl ((1S,2S,3R,4R)-3-(2,5-Dichloro-pyrimidin-4-ylamino)-bicyclo[2.2.1]hept-5-ene-2-carboxylic acid amide), ClC1=NC=C(C(=N1)NC1=C(C=CC=C1)S(=O)(=O)C(C)C)Cl ((2,5-Dichloro-pyrimidin-4-yl)-[2-(propane-2-sulfonyl)-phenyl]-amine), COC1=CC2=C(CCC(CC2)N2CCOCC2)C=C1N (3-Methoxy-7-morpholin-4-yl-6,7,8,9-tetrahydro-5H-benzocyclohepten-2-ylamine), COC=1C=CC2=C(CCC(CC2)N2CCOCC2)C1N (2-Methoxy-7-morpholin-4-yl-6,7,8,9-tetrahydro-5H-benzocyclohepten-1-ylamine). Product: ClC=1C(=NC(=NC1)NC1=C(C=CC2=C1CCC(CC2)N2CCOCC2)OC)NC2=C(C=CC=C2)S(=O)(=O)N(C)C (2-[5-Chloro-2-(2-methoxy-7-morpholin-4-yl-6,7,8,9-tetrahydro-5H-benzocyclohepten-1-ylamino)-pyrimidin-4-ylamino]-N,N-dimethyl-benzenesulfonamide). Reaction SMILES: Cl[C:2]1N=C(N[C@@H]2[C@@H]3C[C@@H](C=C3)[C@@H]2C(N)=O)C(Cl)=[CH:4][N:3]=1.Cl[C:21]1[N:26]=[C:25]([NH:27][C:28]2[CH:33]=[CH:32][CH:31]=[CH:30][C:29]=2[S:34](C(C)C)(=[O:36])=[O:35])[C:24]([Cl:40])=[CH:23][N:22]=1.COC1C(N)=CC2CCC(N3CCOCC3)CCC=2C=1.[CH3:61][O:62][C:63]1[CH:64]=[CH:65][C:66]2[CH2:72][CH2:71][CH:70]([N:73]3[CH2:78][CH2:77][O:76][CH2:75][CH2:74]3)[CH2:69][CH2:68][C:67]=2[C:79]=1[NH2:80]>>[Cl:40][C:24]1[C:25]([NH:27][C:28]2[CH:33]=[CH:32][CH:31]=[CH:30][C:29]=2[S:34]([N:3]([CH3:4])[CH3:2])(=[O:35])=[O:36])=[N:26][C:21]([NH:80][C:79]2[C:67]3[CH2:68][CH2:69][CH:70]([N:73]4[CH2:74][CH2:75][O:76][CH2:77][CH2:78]4)[CH2:71][CH2:72][C:66]=3[CH:65]=[CH:64][C:63]=2[O:62][CH3:61])=[N:22][CH:23]=1. Procedure: Prepared in an analogous fashion to Example 1047 replacing (1S,2S,3R,4R)-3-(2,5-Dichloro-pyrimidin-4-ylamino)-bicyclo[2.2.1]hept-5-ene-2-carboxylic acid amide with (2,5-Dichloro-pyrimidin-4-yl)-[2-(propane-2-sulfonyl)-phenyl]-amine and 3-Methoxy-7-morpholin-4-yl-6,7,8,9-tetrahydro-5H-benzocyclohepten-2-ylamine was replaced with 2-Methoxy-7-morpholin-4-yl-6,7,8,9-tetrahydro-5H-benzocyclohepten-1-ylamine to afford 2-[5-Chloro-2-(2-methoxy-7-morpholin-4-yl-6,7,8,9-tetrahydro-5H-benzocyclohepten-1-y... The reactants are [H-].[Na+] (NaH), COC1=CC=C(C=C1)NC=1SC=C(N1)C1=CC=NC=C1 (N-(4-methoxyphenyl)-4-pyridin-4-yl-1,3-thiazol-2-amine), CI (MeI). Run in CN(C)C=O (DMF). Reaction conditions: time 2 minute. Yields the product CN(C=1SC=C(N1)C1=CC=NC=C1)C1=CC=C(C=C1)OC (N-methyl-N-(4-methoxyphenyl)-4-pyridin-4-yl-1,3-thiazol-2-amine). As a reaction SMILES: [CH3:1][O:2][C:3]1[CH:8]=[CH:7][C:6]([NH:9][C:10]2[S:11][CH:12]=[C:13]([C:15]3[CH:20]=[CH:19][N:18]=[CH:17][CH:16]=3)[N:14]=2)=[CH:5][CH:4]=1.[H-].[Na+].[CH3:23]I>CN(C=O)C>[CH3:23][N:9]([C:6]1[CH:5]=[CH:4][C:3]([O:2][CH3:1])=[CH:8][CH:7]=1)[C:10]1[S:11][CH:12]=[C:13]([C:15]2[CH:20]=[CH:19][N:18]=[CH:17][CH:16]=2)[N:14]=1 |f:1.2|. Procedure details: N-(4-methoxyphenyl)-4-pyridin-4-yl-1,3-thiazol-2-amine (7-2, 0.1 g, 0.36 mmol) was dissolved in 1 mL DMF. NaH (0.02 g, 0.7 mmol) was added and the suspension was allowed to stir for 2 min. MeI (0.02 mL, 0.36 mmol) was added and the reaction was allowed to stir for 1 h. The reaction was quenched with water and the products extracted with EtOAc. The organic layer was concentrated to 0.5 mL then purified on a Gilson automated system affixed with a YMC Combiflash 50×20 mm column eluted at 30 mL/min ...